describe an organic reaction: reactants, conditions, products, and yield From a dataset of the Open Reaction Database (ORD), a public repository of structured organic reaction records. The reactants are Cl.Cl.N12C[C@@H](C(CC1)CC2)N ((R)-1-azabicyclo[2.2.2]oct-3-ylamine dihydrochloride), N1=C(C=CC=C1)/C=C/C(=O)O (E-3-(2-pyridyl)propenoic acid). Yields the product N12C[C@@H](C(CC1)CC2)NC(\C=C\C2=NC=CC=C2)=O ((R)-N-(1-Azabicyclo[2.2.2]oct-3-yl)[E-3-(2-pyridyl)propenamide]). RXN SMILES: Cl.Cl.[N:3]12[CH2:10][CH2:9][CH:6]([CH2:7][CH2:8]1)[C@@H:5]([NH2:11])[CH2:4]2.[N:12]1[CH:17]=[CH:16][CH:15]=[CH:14][C:13]=1/[CH:18]=[CH:19]/[C:20](O)=[O:21]>>[N:3]12[CH2:10][CH2:9][CH:6]([CH2:7][CH2:8]1)[C@@H:5]([NH:11][C:20](=[O:21])/[CH:19]=[CH:18]/[C:13]1[CH:14]=[CH:15][CH:16]=[CH:17][N:12]=1)[CH2:4]2 |f:0.1.2|. Procedure details: Prepared as a free base by a method analogous to that described in Example 1 from (R)-1-azabicyclo[2.2.2]oct-3-ylamine dihydrochloride and E-3-(2-pyridyl)propenoic acid; the compound was purified by chromatography on silica gel using ammoniated methanol/chloroform mixtures as the eluent; MS (ES+) 258 (MH+). Starting materials: COC(=O)N[C@H](C(=O)N[C@@H](CC1=CC=C(C=C1)NS([O-])(=O)=O)C=1N=C(SC1)C=1SC=CC1)CC1=CC=CC=C1.C[NH+](C)C (trimethylammonium (4-((S)-2-((S)-2-((methoxycarbonyl)amino)-3-phenylpropanamido)-2-(2-(thiophen-2-yl)thiazol-4-yl)ethyl)phenyl)sulfamate), C[O-].[Na+] (sodium methoxide), C[O-].[Na+] (Sodium methoxide), C[O-].[Na+] (sodium methoxide). Run in CO (methanol). Reaction conditions: temperature 22 celsius, time 45 minute. Yields the product COC(=O)N[C@H](C(=O)N[C@@H](CC1=CC=C(C=C1)NS([O-])(=O)=O)C=1N=C(SC1)C=1SC=CC1)CC1=CC=CC=C1.[Na+] (sodium (4-{(S)-2-[(S)-2-(methoxycarbonylamino)-3-phenylpropan-amido]-2-(2-(thiophen-2-yl)thiazol-4-yl)ethyl}phenyl)sulfamate). RXN SMILES: [CH3:1][O:2][C:3]([NH:5][C@@H:6]([CH2:33][C:34]1[CH:39]=[CH:38][CH:37]=[CH:36][CH:35]=1)[C:7]([NH:9][C@H:10]([C:23]1[N:24]=[C:25]([C:28]2[S:29][CH:30]=[CH:31][CH:32]=2)[S:26][CH:27]=1)[CH2:11][C:12]1[CH:17]=[CH:16][C:15]([NH:18][S:19](=[O:22])(=[O:21])[O-:20])=[CH:14][CH:13]=1)=[O:8])=[O:4].C[NH+](C)C.C[O-].[Na+:46]>CO>[CH3:1][O:2][C:3]([NH:5][C@@H:6]([CH2:33][C:34]1[CH:39]=[CH:38][CH:37]=[CH:36][CH:35]=1)[C:7]([NH:9][C@H:10]([C:23]1[N:24]=[C:25]([C:28]2[S:29][CH:30]=[CH:31][CH:32]=2)[S:26][CH:27]=1)[CH2:11][C:12]1[CH:13]=[CH:14][C:15]([NH:18][S:19](=[O:21])(=[O:20])[O-:22])=[CH:16][CH:17]=1)=[O:8])=[O:4].[Na+:46] |f:0.1,2.3,5.6|. Reported procedure: trimethyl-ammonium (4-((S)-2-((S)-2-((methoxycarbonyl)amino)-3-phenylpropanamido)-2-(2-(thiophen-2-yl)thiazol-4-yl)ethyl)-phenyl)sulfamate (70) was added to a stirred reactor containing methanol (MeOH) (4.87 vol.) and sodium methoxide (25% solution in MeOH) (0.093 eq.). Sodium methoxide (25% solution in MeOH) (1.08 eq.) was added over 5 minutes while maintaining the temperature at 19 to 25° C. The resulting mixture was stirred at 19-25° C. for 30 to 60 minutes then 2 portions of sodium methoxide... Reactants: Cl (hydrochloric acid), C(C1=CC=CC=C1)(C1=CC=CC=C1)(C1=CC=CC=C1)N[C@@H]1[C@@H]2N(C(=C(CS2)CC)C(=O)[O-])C1=O (cis 7-tritylamino-3-ethyl-3-cepheme-4-carboxylate). Run in [N+](=O)([O-])C (nitromethane). Product: N[C@@H]1[C@@H]2N(C(=C(CS2)CC)C(=O)O)C1=O (cis 7-amino-3-ethyl-3-cepheme-4-carboxylic acid). RXN SMILES: Cl.C([NH:21][C@H:22]1[C:34](=[O:35])[N:24]2[C:25]([C:31]([O-:33])=[O:32])=[C:26]([CH2:29][CH3:30])[CH2:27][S:28][C@H:23]12)(C1C=CC=CC=1)(C1C=CC=CC=1)C1C=CC=CC=1>[N+](C)([O-])=O>[NH2:21][C@H:22]1[C:34](=[O:35])[N:24]2[C:25]([C:31]([OH:33])=[O:32])=[C:26]([CH2:29][CH3:30])[CH2:27][S:28][C@H:23]12. Procedure: A current of gaseous hydrochloric acid was passed through a mixture of 527 mg of tert.-butyl DL cis 7-tritylamino-3-ethyl-3-cepheme-4-carboxylate in 10 ml of nitromethane at 0°C for 15 minutes and the mixture was evaporated to dryness under reduced pressure. The residue was taken up in ether and the solution was vacuum filtered. The recovered precipitate was dissolved in one ml of water and pyridine was added to adjust the pH to 4. The mixture was vacuum filtered and the precipitate was washed w... Product: CC(CC)(C)C1=NC2=C(N1CC1CCOCC1)C=CC(=C2)NC(C)=O (N-[2-(1,1-dimethylpropyl)-1-(tetrahydro-2H-pyran-4-ylmethyl)-1H-benzimidazol-5-yl]acetamide). Reaction SMILES: [C:1]([NH:4][C:5]1[CH:6]=[CH:7][C:8]([NH:19][CH2:20][CH:21]2[CH2:26][CH2:25][O:24][CH2:23][CH2:22]2)=[C:9]([NH:11][C:12](=O)[C:13]([CH3:17])([CH3:16])[CH2:14][CH3:15])[CH:10]=1)(=[O:3])[CH3:2]>CC(O)=O>[CH3:16][C:13]([C:12]1[N:19]([CH2:20][CH:21]2[CH2:26][CH2:25][O:24][CH2:23][CH2:22]2)[C:8]2[CH:7]=[CH:6][C:5]([NH:4][C:1](=[O:3])[CH3:2])=[CH:10][C:9]=2[N:11]=1)([CH3:17])[CH2:14][CH3:15]. The reactants are C(C)(=O)NC=1C=CC(=C(C1)NC(C(CC)(C)C)=O)NCC1CCOCC1 (N-{5-(acetylamino)-2-[(tetrahydro-2H-pyran-4-ylmethyl)amino]phenyl}-2,2-dimethylbutanamide). Procedure details: Following the same procedure in Example 1, Step F, using N-{5-(acetylamino)-2-[(tetrahydro-2H-pyran-4-ylmethyl)amino]phenyl}-2,2-dimethylbutanamide (5.12 g, 14.2 mmol) in AcOH (60 mL). Yield: 2.30 g (47%). 1H NMR (400 MHz, CHLOROFORM-D): δ 0.78 (t, J=7.42 Hz, 3 H), 1.45-1.60 (m, 10 H), 1.86 (q, J=7.42 Hz, 2 H), 2.19 (s, 3 H), 2.22-2.37 (m, 1 H), 3.24-3.38 (m, 2 H), 3.91-4.02 (m, 2 H), 4.17 (d, J=7.42 Hz, 2 H), 7.26 (d, J=8.5 Hz, 1 H), 7.39 (s, 1 H), 7.53 (dd, J=8.69, 2.05 Hz, 1 H), 7.67 (d, J=1.... The solvent is CC(=O)O (AcOH).